From a dataset of the Open Reaction Database (ORD), a public repository of structured organic reaction records. describe an organic reaction: reactants, conditions, products, and yield The reactants are C(C1=CC=CC=C1)N1CCC(CC1)C1=CC=C(C=C1)C1=CC=CC(=N1)C1=C(NC(=C1)C)C (N-benzyl-4-(4-(2-(2,5-dimethylpyrrolyl)pyrid-6-yl)phenyl)piperidine), C(=O)[O-].[NH4+] (ammonium formate), C(=O)[O-].[NH4+] (ammonium formate). Reagents/catalysts: [Pd] (palladium-on-carbon), [Pd] (Pd-C). The solvent is C(C)O (ethanol). Yields the product CC=1NC(=CC1C1=NC(=CC=C1)C1=CC=C(C=C1)C1CCNCC1)C (4-(4-(2-(2,5-Dimethylpyrrolyl)pyrid-6-yl)phenyl)piperidine). Yield: 77.2%. Reaction SMILES: C([N:8]1[CH2:13][CH2:12][CH:11]([C:14]2[CH:19]=[CH:18][C:17]([C:20]3[N:25]=[C:24]([C:26]4[CH:30]=[C:29]([CH3:31])[NH:28][C:27]=4[CH3:32])[CH:23]=[CH:22][CH:21]=3)=[CH:16][CH:15]=2)[CH2:10][CH2:9]1)C1C=CC=CC=1.C([O-])=O.[NH4+]>[Pd].C(O)C>[CH3:32][C:27]1[NH:28][C:29]([CH3:31])=[CH:30][C:26]=1[C:24]1[CH:23]=[CH:22][CH:21]=[C:20]([C:17]2[CH:18]=[CH:19][C:14]([CH:11]3[CH2:12][CH2:13][NH:8][CH2:9][CH2:10]3)=[CH:15][CH:16]=2)[N:25]=1 |f:1.2|. Procedure details: To a 100 mL round-bottomed flask equipped with condenser and N2 inlet were added 1.21 g (2.87 mmol) N-benzyl-4-(4-(2-(2,5-dimethylpyrrolyl)pyrid-6-yl)phenyl)piperidine, 30 mL ethanol, 0.90 g (14.37 mmol) ammonium formate, and 140 mg 10% palladium-on-carbon (Pd-C). The reaction was refluxed 1 hour treated with additional ammonium formate and Pd-C, and refluxed 3 hours. It was then cooled and filtered through Celite with ethanol and methylene chloride. The filtrate was evaporated, taken up in ethy...